From a dataset of the Open Reaction Database (ORD), a public repository of structured organic reaction records. describe an organic reaction: reactants, conditions, products, and yield Yields the product O=C(NCc1ccccc1C(F)(F)F)C1CCN(c2nc(Cl)nc(Cl)n2)CC1. RXN SMILES: [CH3:10][C:11]#[N:12].[Cl:1][c:2]1[n:3][c:4]([Cl:5])[n:6][c:7]([Cl:8])[n:9]1.[F:13][C:14]([c:15]1[c:16]([CH2:21][NH:22][C:23](=[O:24])[CH:25]2[CH2:26][CH2:27][NH:28][CH2:29][CH2:30]2)[cH:17][cH:18][cH:19][cH:20]1)([F:31])[F:32].[Na+:34].[OH-:33].[OH2:35]>>[c:2]1([N:28]2[CH2:27][CH2:26][CH:25]([C:23]([NH:22][CH2:21][c:16]3[c:15]([C:14]([F:13])([F:31])[F:32])[cH:20][cH:19][cH:18][cH:17]3)=[O:24])[CH2:30][CH2:29]2)[n:3][c:4]([Cl:5])[n:6][c:7]([Cl:8])[n:9]1. Reactants: CC#N, Clc1nc(Cl)nc(Cl)n1, O=C(NCc1ccccc1C(F)(F)F)C1CCNCC1, [Na+], [OH-], O.